From a dataset of the Open Reaction Database (ORD), a public repository of structured organic reaction records. describe an organic reaction: reactants, conditions, products, and yield Reactants: C(O)([O-])=O.[Na+] (sodium hydrogen carbonate), C(C1=CC=CC=C1)N(CCO)CC1=CC=CC=C1 (N,N-dibenzyl-2-aminoethanol), C1CCCCC1 (cyclohexane), S(=O)(Br)Br (thionyl bromide). The solvent is CN(C)C=O (DMF). Reaction conditions: time 15 hour. Product: C(C1=CC=CC=C1)N(CCBr)CC1=CC=CC=C1 (N,N-Dibenzyl-2-bromoethanamine). The yield is 70.9%. Reaction SMILES: [CH2:1]([N:8]([CH2:12][C:13]1[CH:18]=[CH:17][CH:16]=[CH:15][CH:14]=1)[CH2:9][CH2:10]O)[C:2]1[CH:7]=[CH:6][CH:5]=[CH:4][CH:3]=1.C1CCCCC1.S(Br)([Br:27])=O.C(=O)([O-])O.[Na+]>CN(C=O)C>[CH2:1]([N:8]([CH2:12][C:13]1[CH:18]=[CH:17][CH:16]=[CH:15][CH:14]=1)[CH2:9][CH2:10][Br:27])[C:2]1[CH:7]=[CH:6][CH:5]=[CH:4][CH:3]=1 |f:3.4|. Reported procedure: To N,N-dibenzyl-2-aminoethanol (80.68 g) were added cyclohexane (500 ml) and DMF (12.9 ml), and thereto was added dropwise thionyl bromide (83.4 g). The mixture was stirred for 15 hours, and to the reaction solution was added an saturated aqueous sodium hydrogen carbonate solution in an ice-bath, and the mixture was extracted with ethyl acetate. The organic layer was washed with water (three times) and saturated aqueous sodium chloride solution, dried over sodium sulfate, filtered and concentrat... Reactants: TEA, C(C)(=O)OC(C)=O (acetic anhydride), N1=CC=CC=C1 (pyridine), BrC1=CC=C2CCCNC2=C1 (7-bromo-1,2,3,4-tetrahydroquinoline), TEA, C(C)(=O)OC(C)=O (acetic anhydride), N1=CC=CC=C1 (pyridine). The solvent is C(Cl)Cl (DCM). Reaction conditions: time 24 hour. Yields the product BrC1=CC=C2CCCN(C2=C1)C(C)=O (1-(7-bromo-3,4-dihydroquinolin-1(2H)-yl)ethanone). The yield is 91.3%. As a reaction SMILES: [Br:1][C:2]1[CH:11]=[C:10]2[C:5]([CH2:6][CH2:7][CH2:8][NH:9]2)=[CH:4][CH:3]=1.[C:12](OC(=O)C)(=[O:14])[CH3:13].N1C=CC=CC=1>C(Cl)Cl>[Br:1][C:2]1[CH:11]=[C:10]2[C:5]([CH2:6][CH2:7][CH2:8][N:9]2[C:12](=[O:14])[CH3:13])=[CH:4][CH:3]=1. Reported procedure: To 7-bromo-1,2,3,4-tetrahydroquinoline (1E) (1.0 g, 4.7 mmol) in DCM (30 mL) was added TEA (1.6 mL, 12 mmol), acetic anhydride (1.1 mL, 12 mmol), and pyridine (1.0 mL, 10.0 mmol). The reaction was allowed to stir at rt for 24 hours while monitoring by LCMS. To the reaction mixture was added TEA (1.6 mL, 12 mmol), acetic anhydride (1.1 mL, 12.0 mmol), and pyridine (1.0 mL, 10 mmol). The reaction was allowed to stir at rt for 24 hours. The reaction mixture was concentrated under reduced pressure. ... The reactants are CCO, CCOC(=O)CNC1CCc2ccc(C(F)(F)F)cc2CC1, [Na+], [OH-]. Yields the product O=C(O)CNC1CCc2ccc(C(F)(F)F)cc2CC1. RXN SMILES: [CH3:25][CH2:26][OH:27].[F:1][C:2]([c:3]1[cH:4][cH:5][c:6]2[c:7]([cH:20]1)[CH2:8][CH2:9][CH:10]([NH:13][CH2:14][C:15](=[O:16])[O:17][CH2:18][CH3:19])[CH2:11][CH2:12]2)([F:21])[F:22].[Na+:24].[OH-:23]>>[F:1][C:2]([c:3]1[cH:4][cH:5][c:6]2[c:7]([cH:20]1)[CH2:8][CH2:9][CH:10]([NH:13][CH2:14][C:15](=[O:16])[OH:17])[CH2:11][CH2:12]2)([F:21])[F:22]. Starting materials: C(=O)(O)[O-].[Na+] (NaHCO3), C1(=CC=CC=C1)CC(=O)N[C@H]1[C@@H]2N(C(=C(CS2)\C=C/CCl)C(=O)OCC2=CC=C(C=C2)OC)C1=O (4-methoxybenzyl 7β-phenylacetamido-3-[(Z)-3-chloro-1-propenyl]-3-cephem-4-carboxylate), CO (MeOH), N1=CC=CC=C1 (pyridine). The solvent is C(Cl)Cl (methylene chloride). Conditions: temperature -40 celsius. Product: N[C@H]1[C@@H]2N(C(=C(CS2)\C=C/CCl)C(=O)OCC2=CC=C(C=C2)OC)C1=O (4-methoxybenzyl 7β-amino-3-[(Z)-3-chloro-1-propenyl]-3-cephem-4-carboxylate). Yield: 50.7%. Reaction SMILES: C1(CC([NH:10][C@@H:11]2[C:34](=[O:35])[N:13]3[C:14]([C:22]([O:24][CH2:25][C:26]4[CH:31]=[CH:30][C:29]([O:32][CH3:33])=[CH:28][CH:27]=4)=[O:23])=[C:15](/[CH:18]=[CH:19]\[CH2:20][Cl:21])[CH2:16][S:17][C@H:12]23)=O)C=CC=CC=1.N1C=CC=CC=1.CO.C([O-])(O)=O.[Na+]>C(Cl)Cl>[NH2:10][C@@H:11]1[C:34](=[O:35])[N:13]2[C:14]([C:22]([O:24][CH2:25][C:26]3[CH:27]=[CH:28][C:29]([O:32][CH3:33])=[CH:30][CH:31]=3)=[O:23])=[C:15](/[CH:18]=[CH:19]\[CH2:20][Cl:21])[CH2:16][S:17][C@H:12]12 |f:3.4|. Reported procedure: 2.56 g of 4-methoxybenzyl 7β-phenylacetamido-3-[(Z)-3-chloro-1-propenyl]-3-cephem-4-carboxylate [IR υ max(Nujol)cm-1 : 3265, 1759, 1719, 1661, 1612, 1250, 1221, 1175, 1101, 1036, 824. NMR δ(CDCl3)ppm: 3.20, 3.44(2 H, ABq, J=18), 3.56(2 H, s), 3.71(3 H, s), 3.72(2 H, m), 4.87(1 H, d, J=4.5), 5.03(2 H, s), 5.4-5.9(2 H, m), 6.12(1 H, d, J=11), 6.30(1 H, d, J=9), 6.73(2 H, d, J=8.5), 7.15(5 H, s), 7.17(2 H, d, J=8.5)] was dissolved in 75 ml of dry methylene chloride and the solution was cooled to -4... The reactants are COC(=O)CBr, O=C([O-])[O-], CN(C)C=O, Cn1c(C(F)(F)F)cc(=O)n(-c2cc(Oc3cccc(O)c3)c(Cl)cc2F)c1=O, [K+], [K+], O. The product is COC(=O)COc1cccc(Oc2cc(-n3c(=O)cc(C(F)(F)F)n(C)c3=O)c(F)cc2Cl)c1. RXN SMILES: [Br:36][CH2:37][C:38](=[O:39])[O:40][CH3:41].[C:30](=[O:31])([O-:32])[O-:33].[CH3:43][N:44]([CH3:45])[CH:46]=[O:47].[Cl:1][c:2]1[c:3]([O:4][c:5]2[cH:6][c:7]([OH:11])[cH:8][cH:9][cH:10]2)[cH:12][c:13](-[n:17]2[c:18](=[O:29])[n:19]([CH3:28])[c:20]([C:24]([F:25])([F:26])[F:27])[cH:21][c:22]2=[O:23])[c:14]([F:16])[cH:15]1.[K+:34].[K+:35].[OH2:42]>>[Cl:1][c:2]1[c:3]([O:4][c:5]2[cH:6][c:7]([O:11][CH2:37][C:38](=[O:39])[O:40][CH3:41])[cH:8][cH:9][cH:10]2)[cH:12][c:13](-[n:17]2[c:18](=[O:29])[n:19]([CH3:28])[c:20]([C:24]([F:25])([F:26])[F:27])[cH:21][c:22]2=[O:23])[c:14]([F:16])[cH:15]1. RXN SMILES: Cl.N1(CCOC2C=CC(C(O)=O)=CC=2)CCCCC1.[CH2:20]([S:28]([O-:31])(=[O:30])=[O:29])[CH2:21][CH2:22][CH2:23][CH2:24][CH2:25][CH2:26][CH3:27].[Na+].[P:33](=[O:37])([OH:36])([OH:35])[OH:34].[OH-].[Na+]>O.C(#N)C>[P:33]([O-:37])([O-:36])([O-:35])=[O:34].[CH2:20]([S:28]([O-:31])(=[O:29])=[O:30])[CH2:21][CH2:22][CH2:23][CH2:24][CH2:25][CH2:26][CH3:27] |f:0.1,2.3,5.6|. Starting materials: C(CCCCCCC)S(=O)(=O)[O-].[Na+] (sodium 1-octanesulfonate), C8, weak eluent, strong eluent, [OH-].[Na+] (sodium hydroxide), Cl.N1(CCCCC1)CCOC1=CC=C(C(=O)O)C=C1 (4-(2-piperidinoethoxy)benzoic acid, hydrochloride), methyl ester, P(O)(O)(O)=O (phosphoric acid). The product is P(=O)([O-])([O-])[O-] (phosphate), C(CCCCCCC)S(=O)(=O)[O-] (octane sulfonate). Run at time 5 minute. Procedure details: HPLC analysis indicated substantially pure 4-(2-piperidinoethoxy)benzoic acid, hydrochloride with only minor amounts of the methyl ester. The HPLC analysis was conducted as follows: A Zorbax C8 column was used (length: 25 cm; diameter: 4.6 mm; particle size: 5 microns). A weak eluent (60 mM phosphate and 10 mM octane sulfonate) was prepared by combining 6.48 g sodium 1-octanesulfonate and 12 mL HPLC grade concentrated phosphoric acid. This mixture was diluted to 3 L with HPLC, water and the resu... Run in O (water), C(C)#N (Acetonitrile).